This data is from the Open Reaction Database (ORD), a public repository of structured organic reaction records. The task is: describe an organic reaction: reactants, conditions, products, and yield Reactants: O[C@@H]1C[C@@H](C=C1)O[Si](C)(C)C(C)(C)C ((1R, 3S)-1-Hydroxy-3-(tert-Butyl-dimethylsiloxy)-4-cyclopentene). Solvent: CCOC(=O)C.CCCCCC (EtOAc Hexane). Yields the product O([Si](C)(C)C(C)(C)C)[C@@H]1C[C@H](C=C1)O ((1R, 3R)-1-(tert-Butyl-dimethylsiloxy)-3-hydroxy-4-cyclopentene). The yield is 81.0%. Reaction SMILES: [OH:1][C@H:2]1[CH:6]=[CH:5][C@@H:4]([O:7][Si:8]([C:11]([CH3:14])([CH3:13])[CH3:12])([CH3:10])[CH3:9])[CH2:3]1>CCOC(C)=O.CCCCCC>[O:7]([C@H:4]1[CH:5]=[CH:6][C@H:2]([OH:1])[CH2:3]1)[Si:8]([C:11]([CH3:14])([CH3:13])[CH3:12])([CH3:10])[CH3:9] |f:1.2|. Procedure: Compound 14 was subjected to general procedure J. Yield=81%. TLC: Rf=0.50 (10% EtOAc/Hexane). 1H NMR (400 MHz, CDCl3): δ0.05 (s, 6H), 0.90 (s, 9H), 2.20 (m, 1H), 2.30 (m, 1H), 5.10 (s, 1H), 6.05 (m, 2H), 6.10 (m, 1H), 8.20 (d, 2H), 8.20 (d, 2H). Subsequent subjection of the product to general procedure E gave compound 22. Yield=85%. TLC: Rf=0.33 (25% EtOAc/Hexane). 1H NMR (400 MHz, CDCl3): δ0.05 (s, 6H), 0.90 (s, 9H), 2.05 (m, 2H), 5.00 (m, 1H), 5.05 (m, 1H), 5.95 (m, 2H). The reactants are FC1=C(C(=O)NC=2SC(=C(N2)C)C2=CC(=CC=C2)C(F)(F)F)C(=CC=C1)F (2,6-Difluoro-N-[4-methyl-5-(3-trifluoromethyl-phenyl)-thiazol-2-yl]-benzamide), C1CCOC1 (THF). Conditions: temperature 60 celsius. Yields the product FC1=C(CNC=2SC(=C(N2)C)C2=CC(=CC=C2)C(F)(F)F)C(=CC=C1)F (N-(2,6-Difluorobenzyl)-4-methyl-5-(3-(trifluoromethyl)phenyl)thiazol-2-amine). The yield is 34.2%. RXN SMILES: [F:1][C:2]1[CH:26]=[CH:25][CH:24]=[C:23]([F:27])[C:3]=1[C:4]([NH:6][C:7]1[S:8][C:9]([C:13]2[CH:18]=[CH:17][CH:16]=[C:15]([C:19]([F:22])([F:21])[F:20])[CH:14]=2)=[C:10]([CH3:12])[N:11]=1)=O.C1COCC1>>[F:27][C:23]1[CH:24]=[CH:25][CH:26]=[C:2]([F:1])[C:3]=1[CH2:4][NH:6][C:7]1[S:8][C:9]([C:13]2[CH:18]=[CH:17][CH:16]=[C:15]([C:19]([F:21])([F:22])[F:20])[CH:14]=2)=[C:10]([CH3:12])[N:11]=1. Reported procedure: Into solution of Compound 9 (75.0 mg, 0.19 mmol) at room temperature was added a solution of 1.0M borane-dimethylsulfide complex in THF (1.0 mL, 1.0 mmol). The mixture was heated to 60° C. overnight, cooled to room temperature, quenched by addition of water, extracted with CH2Cl2. The extracts were dried (Na2SO4), filtered and concentrated. The residue was purified on silica to give Compound 115 (25.0 mg). As a reaction SMILES: [CH3:1][O:2][C:3](=[O:21])[CH2:4][O:5][C:6]1[CH:11]=[CH:10][C:9]([NH:12][C:13]([O:15][C:16]([CH3:19])([CH3:18])[CH3:17])=[O:14])=[CH:8][C:7]=1[CH3:20].[H-].[Na+].[CH3:24]I.OS([O-])(=O)=O.[K+]>CN(C=O)C>[CH3:1][O:2][C:3](=[O:21])[CH2:4][O:5][C:6]1[CH:11]=[CH:10][C:9]([N:12]([C:13]([O:15][C:16]([CH3:17])([CH3:18])[CH3:19])=[O:14])[CH3:24])=[CH:8][C:7]=1[CH3:20] |f:1.2,4.5|. The solvent is CN(C)C=O (DMF). Product: COC(COC1=C(C=C(C=C1)N(C)C(=O)OC(C)(C)C)C)=O ([4-(tert-butoxycarbonyl-methyl-amino)-2-methyl-phenoxy]-acetic acid methyl ester). Conditions: time 1 hour. Starting materials: COC(COC1=C(C=C(C=C1)NC(=O)OC(C)(C)C)C)=O ((4-tert-butoxycarbonylamino-2-methyl-phenoxy)-acetic acid methyl ester), ice, CI (CH3I), OS(=O)(=O)[O-].[K+] (KHSO4), [H-].[Na+] (NaH). Reported procedure: To an ice-cooled and stirred solution of 22.8 g (77 mmol) of the above prepared (4-tert-butoxycarbonylamino-2-methyl-phenoxy)-acetic acid methyl ester in 230 ml DMF was added within 10 min 3.7 g (55% in oil, 85 mmol) of NaH and, after 1 h, 14.5 ml (232 mmol) of CH3I. The reaction was stirred at 0° C. for 2 h, neutralized with aqueous 10% KHSO4, and extracted with aqueous 10% KHSO4/Et2O (3×). The organic phases were washed with aqueous 10% NaCl, dried over sodium sulfate, and evaporated to give 2... The reactants are C(C)(=O)O (acetic acid), C(C)(=O)[O-].[K+] (potassium acetate), ClCC=1C(=NC=C(N1)C(Cl)Cl)N1C(C=2C(C1=O)=CC=CC2)=O (3-chloromethyl-5-dichloromethyl-2-phthalimidopyrazine), ClCCl (dichloromethane), ice water. The solvent is CS(=O)C.O (dimethyl sulfoxide water). Run at time 3 day. The product is ClC(C=1N=C(C(=NC1)N1C(C=2C(C1=O)=CC=CC2)=O)CO)Cl (5-dichloromethyl-3-hydroxymethyl-2-phthalimidopyrazine). Yield: 47.0%. Reaction SMILES: [C:1]([OH:4])(=O)[CH3:2].C([O-])(=O)C.[K+].ClCC1[C:13]([N:21]2[C:25](=[O:26])[C:24]3=[CH:27][CH:28]=[CH:29][CH:30]=[C:23]3[C:22]2=[O:31])=[N:14][CH:15]=[C:16]([CH:18]([Cl:20])[Cl:19])[N:17]=1.ClCCl>CS(C)=O.O>[Cl:20][CH:18]([Cl:19])[C:16]1[N:17]=[C:2]([CH2:1][OH:4])[C:13]([N:21]2[C:25](=[O:26])[C:24]3=[CH:27][CH:28]=[CH:29][CH:30]=[C:23]3[C:22]2=[O:31])=[N:14][CH:15]=1 |f:1.2,5.6|. Reported procedure: 50 ml of glacial acetic acid and 35 g of potassium acetate were added to a solution of 57.7 g (0.16 mole) of 65% strength 3-chloromethyl-5-dichloromethyl-2-phthalimidopyrazine in 1,000 ml of a 95:5 dimethyl sulfoxide/water mixture. The mixture was stirred for three days at room temperature, after which 1,000 ml of dichloromethane and 1,000 ml of ice-water were added, the resulting mixture was mixed thoroughly and phase separation was effected. The aqueous phase was washed once with 500 ml of dic... Reactants: monomer, 1-N, S(O)(O)(=O)=O (sulphuric acid), C(C=C)#N (acrylonitrile), [Na].COC(C(=C)S(=O)(=O)O)=O (sodium 2-sulphopropenoic acid methyl ester), solutions I, II. Run in O (water). The product is C(C=C)#N.[Na].COC(C(=C)S(=O)(=O)O)=O (acrylonitrile sodium 2-sulphopropenoic acid methyl ester). RXN SMILES: [C:1](#[N:4])[CH:2]=[CH2:3].[Na:5].[CH3:6][O:7][C:8](=[O:15])[C:9]([S:11]([OH:14])(=[O:13])=[O:12])=[CH2:10].S(=O)(=O)(O)O>O>[C:1](#[N:4])[CH:2]=[CH2:3].[Na:5].[CH3:6][O:7][C:8](=[O:15])[C:9]([S:11]([OH:14])(=[O:13])=[O:12])=[CH2:10] |f:1.2,5.6.7,^1:4,25|. Procedure: 160 ml of distilled water, 15 g of monomer made up of 99 to 80% by weight of acrylonitrile and 1 to 20% by weight of sodium-2-sulphopropenoic acid methyl ester and 0.5 g ml of 1-N sulphuric acid were introduced into a reaction vessel. After nitrogen had been passed through and the polymerization mixture tempered at 55° C., polymerization was started by the addition of 10 ml of each of the following solutions I and II.